This data is from the Open Reaction Database (ORD), a public repository of structured organic reaction records. The task is: describe an organic reaction: reactants, conditions, products, and yield Reactants: CNC, CC1(C)CC(=O)OC1=O, C1CCOC1. The product is CN(C)C(=O)CC(C)(C)C(=O)O. As a reaction SMILES: [CH3:1][NH:2][CH3:3].[CH3:4][C:5]1([CH3:12])[C:6](=[O:7])[O:8][C:9](=[O:11])[CH2:10]1.[O:13]1[CH2:14][CH2:15][CH2:16][CH2:17]1>>[CH3:1][N:2]([CH3:3])[C:9]([CH2:10][C:5]([CH3:4])([C:6](=[O:7])[OH:8])[CH3:12])=[O:11]. Starting materials: ClC1=CC=C(CNC(=O)C=2C(C3=C(N(C2)CCN2CCOCC2)SC(=C3)CCl)=O)C=C1 (N-(4-chlorobenzyl)-2-(chloromethyl)-7-(2-morpholin-4-ylethyl)-4-oxo-4,7-dihydrothieno[2,3-b]pyridine-5-carboxamide), Cl.N1[C@H](COCC1)[C@@H](O)C1=CC=CC=C1 ((S)-(3R)-morpholin-3-yl(phenyl)methanol hydrochloride). Yields the product ClC1=CC=C(CNC(=O)C=2C(C3=C(N(C2)CCN2CCOCC2)SC(=C3)CN3[C@H](COCC3)[C@H](C3=CC=CC=C3)O)=O)C=C1 (N-(4-Chlorobenzyl)-2-(((3R)-3-((S)-hydroxy(phenyl)methyl)morpholin-4-yl)-methyl)-7-(2-morpholin-4-ylethyl)-4-oxo-4,7-dihydrothieno[2,3-b]pyridine-5-carboxamide). Reaction SMILES: [Cl:1][C:2]1[CH:31]=[CH:30][C:5]([CH2:6][NH:7][C:8]([C:10]2[C:11](=[O:29])[C:12]3[CH:26]=[C:25]([CH2:27]Cl)[S:24][C:13]=3[N:14]([CH2:16][CH2:17][N:18]3[CH2:23][CH2:22][O:21][CH2:20][CH2:19]3)[CH:15]=2)=[O:9])=[CH:4][CH:3]=1.Cl.[NH:33]1[CH2:38][CH2:37][O:36][CH2:35][C@@H:34]1[C@H:39]([C:41]1[CH:46]=[CH:45][CH:44]=[CH:43][CH:42]=1)[OH:40]>>[Cl:1][C:2]1[CH:3]=[CH:4][C:5]([CH2:6][NH:7][C:8]([C:10]2[C:11](=[O:29])[C:12]3[CH:26]=[C:25]([CH2:27][N:33]4[CH2:38][CH2:37][O:36][CH2:35][C@@H:34]4[C@@H:39]([OH:40])[C:41]4[CH:46]=[CH:45][CH:44]=[CH:43][CH:42]=4)[S:24][C:13]=3[N:14]([CH2:16][CH2:17][N:18]3[CH2:23][CH2:22][O:21][CH2:20][CH2:19]3)[CH:15]=2)=[O:9])=[CH:30][CH:31]=1 |f:1.2|. Reported procedure: Analogous to the procedures described in Example 15, N-(4-chlorobenzyl)-2-(chloromethyl)-7-(2-morpholin-4-ylethyl)-4-oxo-4,7-dihydrothieno[2,3-b]pyridine-5-carboxamide (Preparation 23) is treated with (S)-(3R)-morpholin-3-yl(phenyl)methanol hydrochloride (Preparation 9) to afford the title compound.